This data is from the Open Reaction Database (ORD), a public repository of structured organic reaction records. The task is: describe an organic reaction: reactants, conditions, products, and yield Starting materials: CC#N, CN(C)c1ccncc1, O=S(=O)(Cl)c1ccc(C(F)(F)F)cc1, Nc1ccc(Br)cn1, c1ccncc1. The product is O=S(=O)(Nc1ccc(Br)cn1)c1ccc(C(F)(F)F)cc1. RXN SMILES: [CH3:29][C:30]#[N:31].[CH3:32][N:33]([CH3:34])[c:35]1[cH:36][cH:37][n:38][cH:39][cH:40]1.[F:15][C:16]([c:17]1[cH:18][cH:19][c:20]([S:23](=[O:24])(=[O:25])[Cl:26])[cH:21][cH:22]1)([F:27])[F:28].[NH2:1][c:2]1[n:3][cH:4][c:5]([Br:8])[cH:6][cH:7]1.[cH:9]1[cH:10][cH:11][n:12][cH:13][cH:14]1>>[NH:1]([c:2]1[n:3][cH:4][c:5]([Br:8])[cH:6][cH:7]1)[S:23]([c:20]1[cH:19][cH:18][c:17]([C:16]([F:15])([F:27])[F:28])[cH:22][cH:21]1)(=[O:24])=[O:25].